Dataset: the Open Reaction Database (ORD), a public repository of structured organic reaction records. Task: describe an organic reaction: reactants, conditions, products, and yield Reactants: C1=CN(C=N1)C(=O)N2C=CN=C2 (CDI), C1(CC1)NC1=C(C=NC=C1)N (N4-cyclopropylpyridine-3,4-diamine). Solvent: CC#N (CH3CN). Reaction conditions: temperature 10 celsius, time 1 hour. Product: C1(CC1)N1C(NC=2C=NC=CC21)=O (1-cyclopropyl-1H-imidazo[4,5-c]pyridin-2(3H)-one). As a reaction SMILES: C1N=CN([C:6](N2C=NC=C2)=[O:7])C=1.[CH:13]1([NH:16][C:17]2[CH:22]=[CH:21][N:20]=[CH:19][C:18]=2[NH2:23])[CH2:15][CH2:14]1>CC#N>[CH:13]1([N:16]2[C:17]3[CH:22]=[CH:21][N:20]=[CH:19][C:18]=3[NH:23][C:6]2=[O:7])[CH2:15][CH2:14]1. Procedure details: CDI (CAS 530-62-1) (151.8 g, 936 mmol) was added to a solution of the intermediate 5-c (133 g, 891.4 mmol) in CH3CN (1800 mL) at 0° C. The reaction was allowed to warm to 10° C. and stirred for 1 hour. The solid was collected by filtration, then washed with CH3CN (200 mL) to afford compound 5-d as a white powder (101 g, 65%). The reactants are Cl.NC1=C(C(=O)C2=CC(=C(C=C2)OC)OC)C=C(C(=C1)OC)OC (2-amino-4,5,3',4'-tetramethoxybenzophenone hydrochloride), C(C)N(CC)CCCCC(CC(=O)OCC)=O (ethyl 7-(N,N-diethylamino)-3-oxoheptanoate). Yields the product C(C)N(CC)CCCCC1=NC2=CC(=C(C=C2C(=C1C(=O)OCC)C1=CC(=C(C=C1)OC)OC)OC)OC (ethyl 2-[4-(N,N-diethylamino)butyl]-4-(3,4-dimethoxyphenyl)-6,7-dimethoxyquinoline-3-carboxylate). Reaction SMILES: Cl.[NH2:2][C:3]1[CH:20]=[C:19]([O:21][CH3:22])[C:18]([O:23][CH3:24])=[CH:17][C:4]=1[C:5]([C:7]1[CH:12]=[CH:11][C:10]([O:13][CH3:14])=[C:9]([O:15][CH3:16])[CH:8]=1)=O.[CH2:25]([N:27]([CH2:30][CH2:31][CH2:32][CH2:33][C:34](=O)[CH2:35][C:36]([O:38][CH2:39][CH3:40])=[O:37])[CH2:28][CH3:29])[CH3:26]>>[CH2:25]([N:27]([CH2:30][CH2:31][CH2:32][CH2:33][C:34]1[C:35]([C:36]([O:38][CH2:39][CH3:40])=[O:37])=[C:5]([C:7]2[CH:12]=[CH:11][C:10]([O:13][CH3:14])=[C:9]([O:15][CH3:16])[CH:8]=2)[C:4]2[C:3](=[CH:20][C:19]([O:21][CH3:22])=[C:18]([O:23][CH3:24])[CH:17]=2)[N:2]=1)[CH2:28][CH3:29])[CH3:26] |f:0.1|. Procedure details: According to the same manner as that described in Example 49, 2-amino-4,5,3',4'-tetramethoxybenzophenone hydrochloride was reacted with ethyl 7-(N,N-diethylamino)-3-oxoheptanoate to give ethyl 2-[4-(N,N-diethylamino)butyl]-4-(3,4-dimethoxyphenyl)-6,7-dimethoxyquinoline-3-carboxylate. This compound was recrystallized from ethyl acetate - hexane. Colorless prisms, mp. 171°-172° C. The reactants are C(C)(=O)OC=1C=C(C=O)C=CC1OC(C)=O (3,4-diacetoxybenzaldehyde), N1CCC=CC1 (1,2,3,6-tetrahydropyridine). Solvent: CO (methanol). The product is OC=1C=C(CN2CCC=CC2)C=CC1O (1-(3,4-dihydroxybenzyl)-1,2,3,6-tetrahydropyridine). Reaction SMILES: C([O:4][C:5]1[CH:6]=[C:7]([CH:10]=[CH:11][C:12]=1[O:13]C(=O)C)[CH:8]=O)(=O)C.[NH:17]1[CH2:22][CH:21]=[CH:20][CH2:19][CH2:18]1>CO>[OH:4][C:5]1[CH:6]=[C:7]([CH:10]=[CH:11][C:12]=1[OH:13])[CH2:8][N:17]1[CH2:18][CH:19]=[CH:20][CH2:21][CH2:22]1. Procedure: Using a similar procedure to that described in Example 7, but starting from 3,4-diacetoxybenzaldehyde (18.6 g.) and 1,2,3,6-tetrahydropyridine (13.9 g.) in methanol (150 ml.), there was obtained 1-(3,4-dihydroxybenzyl)-1,2,3,6-tetrahydropyridine as the free base (0.45 g.), m.p. >300° C.; microanalysis, The reactants are C[Si]([Si](C)(C)C)(C)C (hexamethyldisilane), II (iodine), COC([C@H](CCCCCCCC)CCCCCC)=S ((S)-Methyl-2-hexylthiodecanoate). The solvent is C(Cl)Cl (methylene chloride). Run at temperature 55 celsius. The product is C(CCCCC)[C@H](C(=S)O)CCCCCCCC ((S)-2-hexylthiodecanoic acid). The yield is 96.1%. As a reaction SMILES: C[O:2][C:3](=[S:19])[C@@H:4]([CH2:13][CH2:14][CH2:15][CH2:16][CH2:17][CH3:18])[CH2:5][CH2:6][CH2:7][CH2:8][CH2:9][CH2:10][CH2:11][CH3:12].C[Si](C)(C)[Si](C)(C)C.II>C(Cl)Cl>[CH2:13]([C@@H:4]([CH2:5][CH2:6][CH2:7][CH2:8][CH2:9][CH2:10][CH2:11][CH3:12])[C:3]([OH:2])=[S:19])[CH2:14][CH2:15][CH2:16][CH2:17][CH3:18]. Procedure details: Alternatively, (S)-Methyl-2-hexylthiodecanoate (5.092 g, 16.8 mmol) was dissolved in methylene chloride (51 mL). To this solution was added hexamethyldisilane (5.4 mL, 26.4 mmol) and iodine (8.97 g, 35.3 mmol). The reaction was heated to 55° C. slowly and allowed to reflux for 2 hours. The reaction was cooled to rt and extracted with ethyl acetate (200 mL). The organic phase was washed with H2O (100 mL) followed by 0.1 N sodium bisulfite solution (2×200 mL) and brine. The organic phase was dried... The reactants are CCCCCCc1nnc(N)s1, CCOC(C)=O, O=C(Cl)Cl. Product: CCCCCCc1nnc(N=C=O)s1. RXN SMILES: [CH2:5]([CH2:6][CH2:7][CH2:8][CH2:9][CH3:10])[c:11]1[n:12][n:13][c:14]([NH2:16])[s:15]1.[CH3:17][CH2:18][O:19][C:20](=[O:21])[CH3:22].[Cl:1][C:2]([Cl:3])=[O:4]>>[C:2](=[O:4])=[N:16][c:14]1[n:13][n:12][c:11]([CH2:5][CH2:6][CH2:7][CH2:8][CH2:9][CH3:10])[s:15]1.